This data is from the Open Reaction Database (ORD), a public repository of structured organic reaction records. The task is: describe an organic reaction: reactants, conditions, products, and yield The reactants are NC1=CC(CC(C1)C1=C(C=CC(=C1)C)F)=O (1-amino-5-(2-fluoro-5-methylphenyl)cyclohexen-3-one), [OH-].[K+] (potassium hydroxide), [OH-].[K+] (potassium hydroxide), [OH-].[K+] (potassium hydroxide), [OH-].[K+] (potassium hydroxide). The solvent is C(C)O (ethanol), C1(=CC=CC=C1)C (toluene). Conditions: time 2 hour. The product is FC1=C(C=C(C=C1)C)C1CC(C=2C(=CC=NC2C1)C)=O (7-(2-fluoro-5-methylphenyl)-4-methyl-5,6,7,8-tetrahydroquinolin-5-one). Yield: 162.8%. Reaction SMILES: [NH2:1][C:2]1[CH2:7][CH:6]([C:8]2[CH:13]=[C:12]([CH3:14])[CH:11]=[CH:10][C:9]=2[F:15])[CH2:5][C:4](=[O:16])[CH:3]=1.[OH-].[K+]>C(O)C.C1(C)C=CC=CC=1>[F:15][C:9]1[CH:10]=[CH:11][C:12]([CH3:14])=[CH:13][C:8]=1[CH:6]1[CH2:7][C:2]2[N:1]=[CH:7][CH:2]=[C:3]([CH3:4])[C:3]=2[C:4](=[O:16])[CH2:5]1 |f:1.2|. Procedure: In ethanol (35 ml) and toluene (60 ml) was dissolved 1-amino-5-(2-fluoro-5-methylphenyl)cyclohexen-3-one (1.3 g), and to the solution were added 3-oxobutylaldehydedimethylacetal (2.0 g) and powdery potassium hydroxide (0.32 g). The mixture was refluxed, and to the mixture was added powdery potassium hydroxide (0.07 g), 30 minutes later; were added powdery potassium hydroxide (0.07 g) and 3-oxobutylaldehydedimethylacetal (0.16 g), 1 hour later; and was added powdery potassium hydroxide (0.07 g), ... The reactants are BrC=1C=C2CCNC2=CC1 (5-Bromoindoline), N1=C(C=C(C=C1C)C)C (collidine), FC1=C(C=CC=C1)[N+](=O)[O-] (o-fluoronitrobenzene), ClCCl (dichloromethane), ClCCl (dichloromethane). The solvent is C=1(C(=CC=CC1)C)C (xylene). Yields the product BrC=1C=C2CCN(C2=CC1)C1=C(C=CC=C1)[N+](=O)[O-] (5-Bromo-1-(2-nitrophenyl)indoline). Yield: 54.8%. RXN SMILES: [Br:1][C:2]1[CH:3]=[C:4]2[C:8](=[CH:9][CH:10]=1)[NH:7][CH2:6][CH2:5]2.N1C(C)=CC(C)=CC=1C.F[C:21]1[CH:26]=[CH:25][CH:24]=[CH:23][C:22]=1[N+:27]([O-:29])=[O:28].ClCCl>C1(C)C(C)=CC=CC=1>[Br:1][C:2]1[CH:3]=[C:4]2[C:8](=[CH:9][CH:10]=1)[N:7]([C:21]1[CH:26]=[CH:25][CH:24]=[CH:23][C:22]=1[N+:27]([O-:29])=[O:28])[CH2:6][CH2:5]2. Procedure: 5-Bromoindoline (4.0 g, 0.02 mole), collidine (3.6 g, 0.03 mole), and o-fluoronitrobenzene (2.8 g, 0.02 mole) in xylene (25 ml) were heated at 185° C. (oil bath temperature) for 24 hours. The mixture was cooled to room temperature and poured into dichloromethane The dichloromethane solution was washed with 1N hydrochloric acid (3 times, 150 ml), brine (200 ml), dried over anhydrous magnesium sulfate and filtered. The solvent was evaporated. Crystallization of the residue was induced by stirring ... Reactants: ClCCl, COc1cccc2c1nc(C(F)F)n2-c1nc(C2CCCN(C(=O)OC(C)(C)C)C2)nc(N2CCOCC2)n1, O=C(O)C(F)(F)F. The product is COc1cccc2c1nc(C(F)F)n2-c1nc(C2CCCNC2)nc(N2CCOCC2)n1. Reaction SMILES: [Cl:47][CH2:48][Cl:49].[F:1][CH:2]([c:3]1[n:4][c:5]2[c:6]([n:7]1-[c:8]1[n:9][c:10]([CH:20]3[CH2:21][N:22]([C:26]([O:27][C:28]([CH3:29])([CH3:30])[CH3:31])=[O:32])[CH2:23][CH2:24][CH2:25]3)[n:11][c:12]([N:14]3[CH2:15][CH2:16][O:17][CH2:18][CH2:19]3)[n:13]1)[cH:33][cH:34][cH:35][c:36]2[O:37][CH3:38])[F:39].[F:40][C:41]([F:42])([F:43])[C:44]([OH:45])=[O:46]>>[F:1][CH:2]([c:3]1[n:4][c:5]2[c:6]([n:7]1-[c:8]1[n:9][c:10]([CH:20]3[CH2:21][NH:22][CH2:23][CH2:24][CH2:25]3)[n:11][c:12]([N:14]3[CH2:15][CH2:16][O:17][CH2:18][CH2:19]3)[n:13]1)[cH:33][cH:34][cH:35][c:36]2[O:37][CH3:38])[F:39]. Starting materials: [H-].[Al+3].[Li+].[H-].[H-].[H-] (lithium aluminum hydride), O=C1NC2=C(O[C@H]1CCC(=O)OC)C=C1CCCCC1=C2 (methyl (S)-3-(3,4,6,7,8,9-hexahydro-3-oxo-2H-naphtho[2,3-b][1,4]oxazin-2-yl)propionate). Solvent: O1CCCC1 (tetrahydrofuran), O1CCCC1 (tetrahydrofuran). Product: OCCC[C@H]1C(NC2=C(O1)C=C1CCCCC1=C2)=O ((S)-6,7,8,9-tetrahydro-2-(3-hydroxypropyl)-2H-naphtho[2,3-b][1,4]oxazin-3(4H)-one). The yield is 98.7%. Reaction SMILES: [H-].[Al+3].[Li+].[H-].[H-].[H-].[O:7]=[C:8]1[C@H:13]([CH2:14][CH2:15][C:16](OC)=[O:17])[O:12][C:11]2[CH:20]=[C:21]3[C:26](=[CH:27][C:10]=2[NH:9]1)[CH2:25][CH2:24][CH2:23][CH2:22]3>O1CCCC1>[OH:17][CH2:16][CH2:15][CH2:14][C@@H:13]1[O:12][C:11]2[CH:20]=[C:21]3[C:26](=[CH:27][C:10]=2[NH:9][C:8]1=[O:7])[CH2:25][CH2:24][CH2:23][CH2:22]3 |f:0.1.2.3.4.5|. Procedure details: To a stirred and ice-cooled suspension of lithium aluminum hydride (0.51 g) in dry tetrahydrofuran (20 ml), was added dropwise a solution of methyl (S)-3-(3,4,6,7,8,9-hexahydro-3-oxo-2H-naphtho[2,3-b][1,4]oxazin-2-yl)propionate (1.75 g) in dry tetrahydrofuran (10 ml). The whole was stirred at 0° C. for 1.5 hour and quenched with water. After neutralization with 4N-HCl, the insoluble material was filtered off. The filtrate was extracted with ethyl acetate, and the ethyl acetate layer was washed w... Reactants: ClC1=CC=C(C=C1)C1=CC=C(C=C1)C=O (4′-Chloro[1,1′-biphenyl]-4-carbaldehyde), [C@@H]1(CCCC2=CC=CC=C12)N ((1S)-1,2,3,4-tetrahydro-1-naphthalenylamine). Product: ClC1=CC=C(C=C1)C1=CC=C(C=C1)CN[C@H]1CCCC2=CC=CC=C12 (N-[(4′-chloro[1,1′-biphenyl]-4-yl)methyl]-N-[(1S)-1,2,3,4-tetrahydro-1-naphthalenyl]amine). RXN SMILES: [Cl:1][C:2]1[CH:7]=[CH:6][C:5]([C:8]2[CH:13]=[CH:12][C:11]([CH:14]=O)=[CH:10][CH:9]=2)=[CH:4][CH:3]=1.[C@@H:16]1([NH2:26])[C:25]2[C:20](=[CH:21][CH:22]=[CH:23][CH:24]=2)[CH2:19][CH2:18][CH2:17]1>>[Cl:1][C:2]1[CH:7]=[CH:6][C:5]([C:8]2[CH:13]=[CH:12][C:11]([CH2:14][NH:26][C@@H:16]3[C:25]4[C:20](=[CH:21][CH:22]=[CH:23][CH:24]=4)[CH2:19][CH2:18][CH2:17]3)=[CH:10][CH:9]=2)=[CH:4][CH:3]=1. Procedure: 4′-Chloro[1,1′-biphenyl]-4-carbaldehyde and (1S)-1,2,3,4-tetrahydro-1-naphthalenylamine were processed as described in Example 1A to provide the title compound. Starting materials: CN(C)C=O, CI, [H-], [Na+], O, COc1cc(COc2nn(-c3ccccc3)cc2C=C2SC(=O)NC2=O)ccc1OCc1nc(-c2ccco2)oc1C. The product is COc1cc(COc2nn(-c3ccccc3)cc2C=C2SC(=O)N(C)C2=O)ccc1OCc1nc(-c2ccco2)oc1C. As a reaction SMILES: [CH3:43][N:44]([CH3:45])[CH:46]=[O:47].[CH3:50][I:51].[H-:48].[Na+:49].[OH2:52].[o:1]1[c:2](-[c:6]2[o:7][c:8]([CH3:42])[c:9]([CH2:11][O:12][c:13]3[c:14]([O:40][CH3:41])[cH:15][c:16]([CH2:17][O:18][c:19]4[n:20][n:21](-[c:32]5[cH:33][cH:34][cH:35][cH:36][cH:37]5)[cH:22][c:23]4[CH:24]=[C:25]4[C:26](=[O:31])[NH:27][C:28](=[O:30])[S:29]4)[cH:38][cH:39]3)[n:10]2)[cH:3][cH:4][cH:5]1>>[o:1]1[c:2](-[c:6]2[o:7][c:8]([CH3:42])[c:9]([CH2:11][O:12][c:13]3[c:14]([O:40][CH3:41])[cH:15][c:16]([CH2:17][O:18][c:19]4[n:20][n:21](-[c:32]5[cH:33][cH:34][cH:35][cH:36][cH:37]5)[cH:22][c:23]4[CH:24]=[C:25]4[C:26](=[O:31])[N:27]([CH3:43])[C:28](=[O:30])[S:29]4)[cH:38][cH:39]3)[n:10]2)[cH:3][cH:4][cH:5]1. The reactants are CC(C)C[AlH]CC(C)C (DIBAL), C(#N)C1=C2C=CC=C(C2=CC=C1)C(=O)OC (methyl 5-cyano-1-naphthylcarboxylate), C1CCOC1 (THF), Cl (HCl). Run at time 8 hour. Yields the product OCC1=C2C=CC=C(C2=CC=C1)C=O (5-Hydroxymethyl-1-naphthaldehyde). Isolated yield 91.0%. RXN SMILES: [C:1]([C:3]1[CH:12]=[CH:11][CH:10]=[C:9]2[C:4]=1[CH:5]=[CH:6][CH:7]=[C:8]2[C:13]([O:15]C)=O)#N.CC(C[AlH]CC(C)C)C.Cl.C1C[O:30]CC1>>[OH:15][CH2:13][C:8]1[CH:7]=[CH:6][CH:5]=[C:4]2[C:9]=1[CH:10]=[CH:11][CH:12]=[C:3]2[CH:1]=[O:30]. Reported procedure: To a cooled (0° C.) solution of methyl 5-cyano-1-naphthylcarboxylate (1 g, 5 mmol) in 20 mL anhydrous THF was added DIBAL (1M in hexane, 20 mL, 20 mmol) via syringe. The mixture was then kept between 50-60° C. overnight. The mixture was then cooled to room temperature. The mixture was poured into a cold (0° C.) solution of 2 N HCl (100 mL). The product was extracted with ether (2×). The organic layer was washed with brine, dried over MgSO4 and concentrated. Silica gel column chromatography using...